This data is from the Open Reaction Database (ORD), a public repository of structured organic reaction records. The task is: describe an organic reaction: reactants, conditions, products, and yield Reactants: CN1CCN(C)C1=O, Cc1ccccc1, Cc1cccc(C2CC2)c1[O-], Cc1cccc(C2CC2)c1O, [Na+], O, Oc1cc(Cl)nnc1Cl. The product is Cc1cccc(C2CC2)c1Oc1nnc(Cl)cc1O. As a reaction SMILES: [CH3:13][N:14]1[CH2:15][CH2:16][N:17]([CH3:18])[C:19]1=[O:20].[CH3:41][c:42]1[cH:43][cH:44][cH:45][cH:46][cH:47]1.[CH:1]1([c:4]2[c:5]([O-:6])[c:7]([CH3:11])[cH:8][cH:9][cH:10]2)[CH2:2][CH2:3]1.[CH:30]1([c:31]2[cH:32][cH:33][cH:34][c:35]([CH3:36])[c:37]2[OH:38])[CH2:39][CH2:40]1.[Na+:12].[OH2:48].[OH:21][c:22]1[c:23]([Cl:29])[n:24][n:25][c:26]([Cl:28])[cH:27]1>>[CH:1]1([c:4]2[c:5]([O:6][c:23]3[c:22]([OH:21])[cH:27][c:26]([Cl:28])[n:25][n:24]3)[c:7]([CH3:11])[cH:8][cH:9][cH:10]2)[CH2:2][CH2:3]1. Starting materials: CN1C(=CC=C1)C(=O)C1=CC=C2N1CCC2C(=O)[O-].[K+] (potassium 5-(N-methyl-2-pyrroyl)-1,2-dihydro-3H-pyrrolo[1,2-a]pyrrole-1-carboxylate), [Cl-].[NH4+] (ammonium chloride), C([O-])([O-])=O.[Ca+2] (calcium carbonate), [Ca] (calcium), C([O-])([O-])=O.[Ca+2] (calcium carbonate), CN1C(=CC=C1)C(=O)C1=CC=C2N1CCC2C(=O)[O-].[K+] (potassium 5-(N-methyl-2-pyrroyl)-1,2-dihydro-3H-pyrrolo-[1,2-a]pyrrole-1-carboxylate). Run in O (water), Cl (hydrochloric acid). Yields the product CN1C(=CC=C1)C(=O)C1=CC=C2N1CCC2C(=O)[O-].[Ca+2].CN2C(=CC=C2)C(=O)C2=CC=C1N2CCC1C(=O)[O-] (calcium 5-(N-methyl-2-pyrroyl)-1,2-dihydro-3H-pyrrolo[1,2-a]pyrrole-1-carboxylate). RXN SMILES: [CH3:1][N:2]1[CH:6]=[CH:5][CH:4]=[C:3]1[C:7]([C:9]1[N:13]2[CH2:14][CH2:15][CH:16]([C:17]([O-:19])=[O:18])[C:12]2=[CH:11][CH:10]=1)=[O:8].[K+].C(=O)([O-])[O-].[Ca+2:25].[Cl-].[NH4+].[Ca]>Cl.O>[CH3:1][N:2]1[CH:6]=[CH:5][CH:4]=[C:3]1[C:7]([C:9]1[N:13]2[CH2:14][CH2:15][CH:16]([C:17]([O-:19])=[O:18])[C:12]2=[CH:11][CH:10]=1)=[O:8].[Ca+2:25].[CH3:1][N:2]1[CH:6]=[CH:5][CH:4]=[C:3]1[C:7]([C:9]1[N:13]2[CH2:14][CH2:15][CH:16]([C:17]([O-:19])=[O:18])[C:12]2=[CH:11][CH:10]=1)=[O:8] |f:0.1,2.3,4.5,9.10.11|. Procedure details: To a solution of 175 mg. of 5-(N-methyl-2-pyrroyl)-1,2-dihydro-3H-pyrrolo[1,2-a]pyrrole-1-carboxylic acid in 5 ml. of methanol is added 1 molar equivalent of potassium hydroxide, in the form of a 0.1N solution, thus yielding a solution containing potassium 5-(N-methyl-2-pyrroyl)-1,2-dihydro-3H-pyrrolo[1,2-a]pyrrole-1-carboxylate. A solution of 40 mg. of calcium carbonate dissolved in the minimum amount of 1N hydrochloric acid necessary to effect solution of the calcium carbonate, is buffered wit... Reactants: CC(C)(C)C1OC2CCC=CCCC=CCCC2O1, Cc1ccccc1. The product is CC(C)(C)COC1CCC=CCCC=CCCC1O. As a reaction SMILES: [C:1]([CH3:2])([CH3:3])([CH3:4])[CH:5]1[O:6][CH:7]2[CH2:8][CH2:9][CH:10]=[CH:11][CH2:12][CH2:13][CH:14]=[CH:15][CH2:16][CH2:17][CH:18]2[O:19]1.[CH3:20][c:21]1[cH:22][cH:23][cH:24][cH:25][cH:26]1>>[C:1]([CH3:2])([CH3:3])([CH3:4])[CH2:5][O:6][CH:7]1[CH2:8][CH2:9][CH:10]=[CH:11][CH2:12][CH2:13][CH:14]=[CH:15][CH2:16][CH2:17][CH:18]1[OH:19]. Conditions: time 1 hour. RXN SMILES: [CH2:1]([C:5]1[N:6]([CH2:13][C:14]2[CH:23]=[CH:22][C:17]([C:18]([O:20][CH3:21])=[O:19])=[C:16]([Cl:24])[C:15]=2[Cl:25])[C:7]([CH:11]=[O:12])=[C:8](I)[N:9]=1)[CH2:2][CH2:3][CH3:4]>[Pd].C(OCC)(=O)C.O>[CH2:1]([C:5]1[N:6]([CH2:13][C:14]2[CH:23]=[CH:22][C:17]([C:18]([O:20][CH3:21])=[O:19])=[C:16]([Cl:24])[C:15]=2[Cl:25])[C:7]([CH:11]=[O:12])=[CH:8][N:9]=1)[CH2:2][CH2:3][CH3:4]. Product: C(CCC)C=1N(C(=CN1)C=O)CC1=C(C(=C(C(=O)OC)C=C1)Cl)Cl (methyl 4-[(2-butyl-5-formyl-1H-imidazol-1-yl)methyl]-2,3-dichlorobenzoate). Procedure details: A suspension of 34.2 g (0.069 mol) of methyl 4-[(2-butyl-5-formyl-4-iodo-1H-imidazol-1-yl)methyl]-2,3-dichlorobenzoate and 6.84 g of 10% palladium on carbon in 850 mL of ethyl acetate was shaken under hydrogen at 3 Torr for 1 hour. The mixture was filtered through Celite® and concentrated under vacuum to 300 mL. This solution was washed in turn with 5% sodium carbonate solution, water, and brine and then concentrated to an oil which crystallized on standing. This was dissolved in 25 mL of hot me... The solvent is C(C)(=O)OCC (ethyl acetate), O (water). The yield is 95.7%. Reagents/catalysts: [Pd] (palladium on carbon). Starting materials: C(CCC)C=1N(C(=C(N1)I)C=O)CC1=C(C(=C(C(=O)OC)C=C1)Cl)Cl (methyl 4-[(2-butyl-5-formyl-4-iodo-1H-imidazol-1-yl)methyl]-2,3-dichlorobenzoate).